Dataset: the Open Reaction Database (ORD), a public repository of structured organic reaction records. Task: describe an organic reaction: reactants, conditions, products, and yield Starting materials: NC=1C(N(C(N(C1N)C)=O)C)=O (5,6-diamino-1,3-dimethyluracil), COC1=C(C=CC(=O)O)C=CC=C1OC (2,3-dimethoxycinnamic acid). Yields the product COC1=C(/C=C/C2=NC=3N(C(N(C)C(C3N2)=O)=O)C)C=CC=C1OC ((E)-8-(2,3-Dimethoxystyryl)theophylline). As a reaction SMILES: [NH2:1][C:2]1[C:3](=[O:12])[N:4]([CH3:11])[C:5](=[O:10])[N:6]([CH3:9])[C:7]=1[NH2:8].[CH3:13][O:14][C:15]1[C:25]([O:26][CH3:27])=[CH:24][CH:23]=[CH:22][C:16]=1[CH:17]=[CH:18][C:19](O)=O>>[CH3:13][O:14][C:15]1[C:25]([O:26][CH3:27])=[CH:24][CH:23]=[CH:22][C:16]=1/[CH:17]=[CH:18]/[C:19]1[NH:1][C:2]2[C:3](=[O:12])[N:4]([CH3:11])[C:5](=[O:10])[N:6]([CH3:9])[C:7]=2[N:8]=1. Reported procedure: Substantially the same procedure as in Example 7 was repeated using 2.50 g (14.7 mmol) of 5,6-diamino-1,3-dimethyluracil and 3.37 g (16.2 mmol) of 2,3-dimethoxycinnamic acid. Then, the resultant crude crystals were recrystallized from ethanol/water to give 1.03 g (yield of Compound 88 as pale yellow needles. The reactants are COC(=O)C1=C(C)NC(C)=C(C(=O)OCCCCCCCCN2C(=O)c3ccccc3C2=O)C1c1cccc([N+](=O)[O-])c1, COC(C)(C)C, NN, O. Product: COC(=O)C1=C(C)NC(C)=C(C(=O)OCCCCCCCCN)C1c1cccc([N+](=O)[O-])c1. Reaction SMILES: [CH3:1][C:2]1=[C:7]([C:8](=[O:9])[O:10][CH3:11])[CH:6]([c:12]2[cH:13][c:14]([N+:18](=[O:19])[O-:20])[cH:15][cH:16][cH:17]2)[C:5]([C:21](=[O:22])[O:23][CH2:24][CH2:25][CH2:26][CH2:27][CH2:28][CH2:29][CH2:30][CH2:31][N:32]2[C:33](=[O:34])[c:35]3[cH:36][cH:37][cH:38][cH:39][c:40]3[C:41]2=[O:42])=[C:4]([CH3:43])[NH:3]1.[CH3:47][O:48][C:49]([CH3:50])([CH3:51])[CH3:52].[NH2:45][NH2:46].[OH2:44]>>[CH3:1][C:2]1=[C:7]([C:8](=[O:9])[O:10][CH3:11])[CH:6]([c:12]2[cH:13][c:14]([N+:18](=[O:19])[O-:20])[cH:15][cH:16][cH:17]2)[C:5]([C:21](=[O:22])[O:23][CH2:24][CH2:25][CH2:26][CH2:27][CH2:28][CH2:29][CH2:30][CH2:31][NH2:32])=[C:4]([CH3:43])[NH:3]1.